From a dataset of the Open Reaction Database (ORD), a public repository of structured organic reaction records. describe an organic reaction: reactants, conditions, products, and yield The reactants are C1COCCO1, CC1(C)c2cccc(P(c3ccccc3)c3ccccc3)c2Oc2c(P(c3ccccc3)c3ccccc3)cccc21, CC(C)(C)[O-], Cn1nc(Cc2ccc(Cl)cc2)cc1N, O=S(=O)(Nc1nccs1)c1ccc(I)cc1, [Na+], O=C(C=Cc1ccccc1)C=Cc1ccccc1, O=C(C=Cc1ccccc1)C=Cc1ccccc1, O=C(C=Cc1ccccc1)C=Cc1ccccc1, [Pd], [Pd]. The product is Cn1nc(Cc2ccc(Cl)cc2)cc1Nc1ccc(S(=O)(=O)Nc2nccs2)cc1. Reaction SMILES: [CH2:80]1[O:81][CH2:82][CH2:83][O:84][CH2:85]1.[CH3:17][C:18]1([CH3:19])[c:20]2[cH:21][cH:22][cH:23][c:24]([P:25]([c:26]3[cH:27][cH:28][cH:29][cH:30][cH:31]3)[c:32]3[cH:33][cH:34][cH:35][cH:36][cH:37]3)[c:38]2[O:39][c:40]2[c:41]1[cH:42][cH:43][cH:44][c:45]2[P:46]([c:47]1[cH:48][cH:49][cH:50][cH:51][cH:52]1)[c:53]1[cH:54][cH:55][cH:56][cH:57][cH:58]1.[CH3:74][C:75]([CH3:76])([O-:77])[CH3:78].[Cl:59][c:60]1[cH:61][cH:62][c:63]([CH2:64][c:65]2[cH:66][c:67]([NH2:71])[n:68]([CH3:70])[n:69]2)[cH:72][cH:73]1.[I:1][c:2]1[cH:3][cH:4][c:5]([S:8](=[O:9])(=[O:10])[NH:11][c:12]2[s:13][cH:14][cH:15][n:16]2)[cH:6][cH:7]1.[Na+:79].[O:106]=[C:107]([CH:108]=[CH:109][c:110]1[cH:111][cH:112][cH:113][cH:114][cH:115]1)[CH:116]=[CH:117][c:118]1[cH:119][cH:120][cH:121][cH:122][cH:123]1.[O:124]=[C:125]([CH:126]=[CH:127][c:128]1[cH:129][cH:130][cH:131][cH:132][cH:133]1)[CH:134]=[CH:135][c:136]1[cH:137][cH:138][cH:139][cH:140][cH:141]1.[O:88]=[C:89]([CH:90]=[CH:91][c:92]1[cH:93][cH:94][cH:95][cH:96][cH:97]1)[CH:98]=[CH:99][c:100]1[cH:101][cH:102][cH:103][cH:104][cH:105]1.[Pd:86].[Pd:87]>>[c:2]1([NH:71][c:67]2[cH:66][c:65]([CH2:64][c:63]3[cH:62][cH:61][c:60]([Cl:59])[cH:73][cH:72]3)[n:69][n:68]2[CH3:70])[cH:3][cH:4][c:5]([S:8](=[O:9])(=[O:10])[NH:11][c:12]2[s:13][cH:14][cH:15][n:16]2)[cH:6][cH:7]1.